This data is from the Open Reaction Database (ORD), a public repository of structured organic reaction records. The task is: describe an organic reaction: reactants, conditions, products, and yield Starting materials: IC1=NN(C2=C1C(=NC=C2)OC2CCOCC2)C(C2=CC=CC=C2)(C2=CC=CC=C2)C2=CC=CC=C2 (3-iodo-4-(tetrahydro-2H-pyran-4-yloxy)-1-trityl-1H-pyrazolo[4,3-c]pyridine), N1N=CC(=C1)C1=NN(C2=C1C(=NC=C2)OC2CCOCC2)C(C2=CC=CC=C2)(C2=CC=CC=C2)C2=CC=CC=C2 (3-(1H-pyrazol-4-yl)-4-(tetrahydro-2H-pyran-4-yloxy)-1-trityl-1H-pyrazolo[4,3-c]pyridine), BrCC1CC1 ((bromomethyl)cyclopropane). The product is C1(CC1)CN1N=CC(=C1)C1=NNC2=C1C(=NC=C2)OC2CCOCC2 (3-(1-(Cyclopropylmethyl)-1H-pyrazol-4-yl)-4-(tetrahydro-2H-pyran-4-yloxy)-1H-pyrazolo[4,3-c]pyridine). Isolated yield 71.0%. As a reaction SMILES: I[C:2]1[C:6]2[C:7]([O:11][CH:12]3[CH2:17][CH2:16][O:15][CH2:14][CH2:13]3)=[N:8][CH:9]=[CH:10][C:5]=2[N:4](C(C2C=CC=CC=2)(C2C=CC=CC=2)C2C=CC=CC=2)[N:3]=1.N1C=C([C:42]2[C:46]3C(OC4CCOCC4)=NC=C[C:45]=3[N:44]([C:58]([C:71]3[CH:76]=[CH:75]C=CC=3)(C3C=CC=CC=3)C3C=CC=CC=3)[N:43]=2)C=N1.BrCC1CC1>>[CH:71]1([CH2:58][N:44]2[CH:45]=[C:46]([C:2]3[C:6]4[C:7]([O:11][CH:12]5[CH2:13][CH2:14][O:15][CH2:16][CH2:17]5)=[N:8][CH:9]=[CH:10][C:5]=4[NH:4][N:3]=3)[CH:42]=[N:43]2)[CH2:76][CH2:75]1. Procedure details: Prepared by a procedure analogous to Example 86 using 3-iodo-4-(tetrahydro-2H-pyran-4-yloxy)-1-trityl-1H-pyrazolo[4,3-c]pyridine as starting material and by reacting 3-(1H-pyrazol-4-yl)-4-(tetrahydro-2H-pyran-4-yloxy)-1-trityl-1H-pyrazolo[4,3-c]pyridine with (bromomethyl)cyclopropane to give the title compound (45.5 mg, 71% over two steps). LC-MS (Method G): m/z=340.1 [M+H]+; 3.63 min. 1H-NMR (400 MHz, DMSO): δ 13.27 (s, 1H), 8.28 (s, 1H), 8.01 (s, 1H), 7.83 (d, J=5.9, 1H), 7.07 (d, J=6.0, 1H), ... The product is CS(=O)(=O)c1ccc(C(CC2CCCC2)C(N)=O)cc1C#N. The reactants are CS(=O)(=O)c1ccc(C(CC2CCCC2)C(=O)O)cc1C#N, ClCCl, CN(C)C=O, C[Si](C)(C)N[Si](C)(C)C, O=C(Cl)C(=O)Cl. As a reaction SMILES: [C:1](#[N:2])[c:3]1[cH:4][c:5]([CH:13]([C:14](=[O:15])[OH:16])[CH2:17][CH:18]2[CH2:19][CH2:20][CH2:21][CH2:22]2)[cH:6][cH:7][c:8]1[S:9](=[O:10])(=[O:11])[CH3:12].[CH2:43]([Cl:44])[Cl:45].[CH3:23][N:24]([CH3:25])[CH:26]=[O:27].[CH3:34][Si:35]([CH3:36])([CH3:37])[NH:38][Si:39]([CH3:40])([CH3:41])[CH3:42].[Cl:28][C:29]([C:30]([Cl:31])=[O:32])=[O:33]>>[C:1](#[N:2])[c:3]1[cH:4][c:5]([CH:13]([C:14](=[O:15])[NH2:24])[CH2:17][CH:18]2[CH2:19][CH2:20][CH2:21][CH2:22]2)[cH:6][cH:7][c:8]1[S:9](=[O:10])(=[O:11])[CH3:12]. The product is C(CCC)N1C(=NC(=C1CN(CCC(C)C)CC=1C=C2C(=CNC2=CC1)Cl)Cl)C1=C(C=CC=C1)C ((3-butyl-5-chloro-2-o-tolyl-3H-imidazol-4-ylmethyl)-(3-chloro-1H-indol-5-ylmethyl)-(3-methyl-butyl)-amine). Reaction SMILES: [CH2:1]([N:5]1[C:9]([CH2:10][N:11]([CH2:17][C:18]2[CH:19]=[C:20]3[C:24](=[CH:25][CH:26]=2)[NH:23][CH:22]=[CH:21]3)[CH2:12][CH2:13][CH:14]([CH3:16])[CH3:15])=[C:8]([Cl:27])[N:7]=[C:6]1[C:28]1[CH:33]=[CH:32][CH:31]=[CH:30][C:29]=1[CH3:34])[CH2:2][CH2:3][CH3:4].C1C(=O)N([Cl:42])C(=O)C1>C(#N)C>[CH2:1]([N:5]1[C:9]([CH2:10][N:11]([CH2:17][C:18]2[CH:19]=[C:20]3[C:24](=[CH:25][CH:26]=2)[NH:23][CH:22]=[C:21]3[Cl:42])[CH2:12][CH2:13][CH:14]([CH3:15])[CH3:16])=[C:8]([Cl:27])[N:7]=[C:6]1[C:28]1[CH:33]=[CH:32][CH:31]=[CH:30][C:29]=1[CH3:34])[CH2:2][CH2:3][CH3:4]. Reaction conditions: temperature 40 celsius, time 8 hour. The reactants are C(CCC)N1C(=NC(=C1CN(CCC(C)C)CC=1C=C2C=CNC2=CC1)Cl)C1=C(C=CC=C1)C ((3-Butyl-5-chloro-2-o-tolyl-3H-imidazol-4-ylmethyl)-(1H-indol-5-ylmethyl)-(3-methyl-butyl)-amine), C1CC(=O)N(C1=O)Cl (NCS). Yield: 70.6%. Reported procedure: To a solution of (3-Butyl-5-chloro-2-o-tolyl-3H-imidazol-4-ylmethyl)-(1H-indol-5-ylmethyl)-(3-methyl-butyl)-amine (150 mg, 0.31 mmol) in 5 ml of anhydrous acetonitrile cooled to 0° C. is added NCS (44 mg, 0.33 mmol, 1.05 eq.), the resulting mixture is stirred at 40° C. overnight. The solvent is evaporated; the residue is purified through flash chromatography to give 112 mg of (3-butyl-5-chloro-2-o-tolyl-3H-imidazol-4-ylmethyl)-(3-chloro-1H-indol-5-ylmethyl)-(3-methyl-butyl)-amine as a white soli... Run in C(C)#N (acetonitrile). Reactants: NC1=C(C(=O)N)C=CC=C1C (2-amino-3-methylbenzamide), C(CC)OC1=C(C(=O)Cl)C=CC=C1 (2-n-propoxybenzoyl chloride). Product: CC=1C(=C(C(=O)N)C=CC1)NC(C1=C(C=CC=C1)OCCC)=O (3-Methyl-2-(2-n-propoxybenzamido)benzamide), solid. The yield is 71.0%. Reaction SMILES: [NH2:1][C:2]1[C:10]([CH3:11])=[CH:9][CH:8]=[CH:7][C:3]=1[C:4]([NH2:6])=[O:5].[CH2:12]([O:15][C:16]1[CH:24]=[CH:23][CH:22]=[CH:21][C:17]=1[C:18](Cl)=[O:19])[CH2:13][CH3:14]>>[CH3:11][C:10]1[C:2]([NH:1][C:18](=[O:19])[C:17]2[CH:21]=[CH:22][CH:23]=[CH:24][C:16]=2[O:15][CH2:12][CH2:13][CH3:14])=[C:3]([CH:7]=[CH:8][CH:9]=1)[C:4]([NH2:6])=[O:5]. Procedure: The title compound was prepared from 2-amino-3-methylbenzamide and 2-n-propoxybenzoyl chloride following the procedure of Preparation 5 and was obtained as a colourless solid (71%), m.p. 140-142° C. The reactants are ice water, ClCC1=CN=C(N1C1=C(C=C(C=C1)Cl)CC1=C(C=CC=C1)F)C (5-(chloromethyl)-2-methyl-1-[4-chloro-2-(2-fluorobenzyl)phenyl]-1H-imidazole), C1(C=2C(C(N1)=O)=CC=CC2)=O.[K] (potassium phthalimide), CC(C)([O-])C.[K+] (potassium t-butoxide). The solvent is O1CCCC1 (tetrahydrofuran). Run at temperature 10 celsius. The product is CC=1N(C(=CN1)CN1C(C2=CC=CC=C2C1=O)=O)C1=C(C=C(C=C1)Cl)CC1=C(C=CC=C1)F (2-[[2-Methyl-1-[4-chloro-2-(2-fluorobenzyl)phenyl]-1H-imidazol-5-yl]methyl]-1H-isoindole-1,3(2H)dione). As a reaction SMILES: Cl[CH2:2][C:3]1[N:7]([C:8]2[CH:13]=[CH:12][C:11]([Cl:14])=[CH:10][C:9]=2[CH2:15][C:16]2[CH:21]=[CH:20][CH:19]=[CH:18][C:17]=2[F:22])[C:6]([CH3:23])=[N:5][CH:4]=1.CC(C)([O-])C.[K+].[C:30]1(=[O:40])[NH:34][C:33](=[O:35])[C:32]2=[CH:36][CH:37]=[CH:38][CH:39]=[C:31]12.[K]>O1CCCC1>[CH3:23][C:6]1[N:7]([C:8]2[CH:13]=[CH:12][C:11]([Cl:14])=[CH:10][C:9]=2[CH2:15][C:16]2[CH:21]=[CH:20][CH:19]=[CH:18][C:17]=2[F:22])[C:3]([CH2:2][N:34]2[C:30](=[O:40])[C:31]3[C:32](=[CH:36][CH:37]=[CH:38][CH:39]=3)[C:33]2=[O:35])=[CH:4][N:5]=1 |f:1.2,3.4,^1:40|. Procedure: To a suspension of 89.4 g (0.232 mole) of 5-(chloromethyl)-2-methyl-1-[4-chloro-2-(2-fluorobenzyl)phenyl]-1H-imidazole in 900 ml of tetrahydrofuran cooled to 10° C. was added 26.2 g (0.232 mole) of potassium t-butoxide. The temperature was maintained at 20° C. by means of an ice water bath during this addition. The bath was removed. To this mixture was added 51.5 g (0.278 mole) of potassium phthalimide. The reaction mixture was stirred under reflux for 2 hr. The mixture was cooled to room temper... The reactants are FC(S(=O)(=O)O)(F)F (trifluoromethanesulphonic acid), [OH-].[Na+] (sodium hydroxide), BrC1=CC=CC=C1 (bromobenzene), C1(=CC=CC=C1)S(=O)(=O)Cl (benzenesulphonyl chloride), [Cl-].[In+3].[Cl-].[Cl-] (indium chloride). Solvent: FC(C(=O)O)(F)F (trifluoroacetic acid). Reaction conditions: temperature 70 celsius, time 2 hour. The product is BrC1=CC=C(C=C1)S(=O)(=O)C1=CC=CC=C1 (1-Bromo-4-(phenylsulphonyl)benzene). Reaction SMILES: [Br:1][C:2]1[CH:7]=[CH:6][CH:5]=[CH:4][CH:3]=1.[C:8]1([S:14](Cl)(=[O:16])=[O:15])[CH:13]=[CH:12][CH:11]=[CH:10][CH:9]=1.[Cl-].[In+3].[Cl-].[Cl-].FC(F)(F)S(O)(=O)=O.[OH-].[Na+]>FC(F)(F)C(O)=O>[Br:1][C:2]1[CH:7]=[CH:6][C:5]([S:14]([C:8]2[CH:13]=[CH:12][CH:11]=[CH:10][CH:9]=2)(=[O:16])=[O:15])=[CH:4][CH:3]=1 |f:2.3.4.5,7.8|. Reported procedure: To a solution of 199 μl of bromobenzene (1.88 mmol) and 361 μl of benzenesulphonyl chloride (2.83 mmol) in 4 ml of trifluoroacetic acid there are added, in succession, 83 mg of indium chloride (0.376 mmol) and then, dropwise, 25 μl of trifluoromethanesulphonic acid. The reaction mixture is stirred for 2 hours at 70° C. and is then returned to ambient temperature and diluted with ice-cold water. After rendering alkaline to pH 10 by adding concentrated sodium hydroxide solution, the reaction mixtu... Starting materials: NC1=NC(=CC(=N1)N1CCC2(C[C@H](N(C2)C(=O)OCC2=CC=CC=C2)C(=O)OCC)CC1)O[C@@H](C(F)(F)F)C1=C(C=C(C=C1)C1=CC(=C(C=C1)C)C)N1N=C(C=C1)C ((S)-2-benzyl 3-ethyl 8-(2-amino-6-((R)-1-(3′,4′-dimethyl-3-(3-methyl-1H-pyrazol-1-yl)-[1,1′-biphenyl]-4-yl)-2,2,2-trifluoroethoxy)pyrimidin-4-yl)-2,8-diazaspiro[4.5]decane-2,3-dicarboxylate). The reagents and catalysts are [Pd] (Pd/C). Solvent: CCOC(=O)C (EtOAc). Product: NC1=NC(=CC(=N1)N1CCC2(C[C@H](NC2)C(=O)OCC)CC1)O[C@@H](C(F)(F)F)C1=C(C=C(C=C1)C1=CC(=C(C=C1)C)C)N1N=C(C=C1)C ((S)-ethyl 8-(2-amino-6-((R)-1-(3′,4′-dimethyl-3-(3-methyl-1H-pyrazol-1-yl)-[1,1′-biphenyl]-4-yl)-2,2,2-trifluoroethoxy)pyrimidin-4-yl)-2,8-diazaspiro[4.5]decane-3-carboxylate). Reaction SMILES: [NH2:1][C:2]1[N:7]=[C:6]([N:8]2[CH2:32][CH2:31][C:11]3([CH2:15][N:14](C(OCC4C=CC=CC=4)=O)[C@H:13]([C:26]([O:28][CH2:29][CH3:30])=[O:27])[CH2:12]3)[CH2:10][CH2:9]2)[CH:5]=[C:4]([O:33][C@H:34]([C:39]2[CH:44]=[CH:43][C:42]([C:45]3[CH:50]=[CH:49][C:48]([CH3:51])=[C:47]([CH3:52])[CH:46]=3)=[CH:41][C:40]=2[N:53]2[CH:57]=[CH:56][C:55]([CH3:58])=[N:54]2)[C:35]([F:38])([F:37])[F:36])[N:3]=1>CCOC(C)=O.[Pd]>[NH2:1][C:2]1[N:7]=[C:6]([N:8]2[CH2:32][CH2:31][C:11]3([CH2:15][NH:14][C@H:13]([C:26]([O:28][CH2:29][CH3:30])=[O:27])[CH2:12]3)[CH2:10][CH2:9]2)[CH:5]=[C:4]([O:33][C@H:34]([C:39]2[CH:44]=[CH:43][C:42]([C:45]3[CH:50]=[CH:49][C:48]([CH3:51])=[C:47]([CH3:52])[CH:46]=3)=[CH:41][C:40]=2[N:53]2[CH:57]=[CH:56][C:55]([CH3:58])=[N:54]2)[C:35]([F:38])([F:37])[F:36])[N:3]=1. Procedure details: A solution of (S)-2-benzyl 3-ethyl 8-(2-amino-6-((R)-1-(3′,4′-dimethyl-3-(3-methyl-1H-pyrazol-1-yl)-[1,1′-biphenyl]-4-yl)-2,2,2-trifluoroethoxy)pyrimidin-4-yl)-2,8-diazaspiro[4.5]decane-2,3-dicarboxylate (220 mg, 0.3 mmol) in EtOAc (5 mL) was hydrogenated using an H-Cube apparatus and a 10% (w/w) Pd/C cartridge with a flow rate of 1.0 mL/min at RT. Purification on normal phase silica gel (EtOAc/heptane) provided (S)-ethyl 8-(2-amino-6-((R)-1-(3′,4′-dimethyl-3-(3-methyl-1H-pyrazol-1-yl)-[1,1′-bip...